This data is from the Open Reaction Database (ORD), a public repository of structured organic reaction records. The task is: describe an organic reaction: reactants, conditions, products, and yield The reactants are CC(=O)OC(C)=O, CC(=O)O, O, O=S1(=O)CC(=Cc2ccccc2)C2=NNC(c3ccccc3)C2C1. Reaction SMILES: [CH3:26][C:27](=[O:28])[O:29][C:30](=[O:31])[CH3:32].[CH3:33][C:34](=[O:35])[OH:36].[OH2:25].[c:1]1([CH:7]2[CH:8]3[C:9](=[N:10][NH:11]2)[C:12](=[CH:18][c:19]2[cH:20][cH:21][cH:22][cH:23][cH:24]2)[CH2:13][S:14](=[O:16])(=[O:17])[CH2:15]3)[cH:2][cH:3][cH:4][cH:5][cH:6]1>>[c:1]1([CH:7]2[CH:8]3[C:9](=[N:10][N:11]2[C:27]([CH3:26])=[O:28])[C:12](=[CH:18][c:19]2[cH:20][cH:21][cH:22][cH:23][cH:24]2)[CH2:13][S:14](=[O:16])(=[O:17])[CH2:15]3)[cH:2][cH:3][cH:4][cH:5][cH:6]1. Yields the product CC(=O)N1N=C2C(=Cc3ccccc3)CS(=O)(=O)CC2C1c1ccccc1. Product: NC(=O)OCCc1ccc(OCc2cccc(F)c2)cc1. Reaction SMILES: [F:1][c:2]1[cH:3][c:4]([CH2:5][O:6][c:7]2[cH:8][cH:9][c:10]([CH2:13][CH2:14][OH:15])[cH:11][cH:12]2)[cH:16][cH:17][cH:18]1.[K+:22].[N-:19]=[C:20]=[O:21].[OH2:36].[OH:23][C:24]([C:25]([F:26])([F:27])[F:28])=[O:29].[cH:30]1[cH:31][cH:32][cH:33][cH:34][cH:35]1>>[F:1][c:2]1[cH:3][c:4]([CH2:5][O:6][c:7]2[cH:8][cH:9][c:10]([CH2:13][CH2:14][O:15][C:20]([NH2:19])=[O:21])[cH:11][cH:12]2)[cH:16][cH:17][cH:18]1. Starting materials: OCCc1ccc(OCc2cccc(F)c2)cc1, [K+], [N-]=C=O, O, O=C(O)C(F)(F)F, c1ccccc1. The reactants are C(C)N1C=C(C(C2=CC(=C(C(=C12)F)F)F)=O)C(=O)O (1-ethyl-6,7,8-trifluoro-1,4-dihydro-4-oxoquinoline-3-carboxylic acid), C(=O)NCCC1CNCCO1 (2-(2-formylaminoethyl)morpholine). Yields the product C(C)N1C=C(C(C2=CC(=C(C(=C12)F)N1CC(OCC1)CCNC=O)F)=O)C(=O)O (1-ethyl-6,8-difluoro-7-[2-(2-formylaminoethyl)morpholino]-1,4-dihydro-4-oxoquinoline-3-carboxylic acid). Reaction SMILES: [CH2:1]([N:3]1[C:12]2[C:7](=[CH:8][C:9]([F:15])=[C:10](F)[C:11]=2[F:13])[C:6](=[O:16])[C:5]([C:17]([OH:19])=[O:18])=[CH:4]1)[CH3:2].[CH:20]([NH:22][CH2:23][CH2:24][CH:25]1[O:30][CH2:29][CH2:28][NH:27][CH2:26]1)=[O:21]>>[CH2:1]([N:3]1[C:12]2[C:7](=[CH:8][C:9]([F:15])=[C:10]([N:27]3[CH2:28][CH2:29][O:30][CH:25]([CH2:24][CH2:23][NH:22][CH:20]=[O:21])[CH2:26]3)[C:11]=2[F:13])[C:6](=[O:16])[C:5]([C:17]([OH:19])=[O:18])=[CH:4]1)[CH3:2]. Procedure: By the use of 1-ethyl-6,7,8-trifluoro-1,4-dihydro-4-oxoquinoline-3-carboxylic acid and 2-(2-formylaminoethyl)morpholine, the reaction is similarly carried out as Example 1 to give 1-ethyl-6,8-difluoro-7-[2-(2-formylaminoethyl)morpholino]-1,4-dihydro-4-oxoquinoline-3-carboxylic acid. The reactants are NC1=C(C(C2=C(N=C(N=C2)NC2=CC=C(C=C2)N2CCOCC2)N1CCCNC(OC(C)(C)C)=O)=O)C(N)=O (tert-Butyl {3-[7-amino-6-carbamoyl-2-(4-morpholin-4-ylphenylamino)-5-oxo-5H-pyrido[2,3-d]pyrimidin-8-yl]propyl}carbamate), CCOCC (ether), solution, Cl (hydrogen chloride). Run in O1CCOCC1 (dioxane), O1CCOCC1 (dioxane). Reaction conditions: time 5 hour. Product: Cl.NC1=C(C(C2=C(N=C(N=C2)NC2=CC=C(C=C2)N2CCOCC2)N1CCCN)=O)C(=O)N (7-Amino-8-(3-aminopropyl)-2-(4-morpholin-4-ylphenylamino)-5-oxo-5,8-dihydropyrido[2,3-d]pyrimidine-6-carboxamide hydrochloride). RXN SMILES: [NH2:1][C:2]1[N:24]([CH2:25][CH2:26][CH2:27][NH:28]C(=O)OC(C)(C)C)[C:6]2[N:7]=[C:8]([NH:11][C:12]3[CH:17]=[CH:16][C:15]([N:18]4[CH2:23][CH2:22][O:21][CH2:20][CH2:19]4)=[CH:14][CH:13]=3)[N:9]=[CH:10][C:5]=2[C:4](=[O:36])[C:3]=1[C:37](=[O:39])[NH2:38].[ClH:40].CCOCC>O1CCOCC1>[ClH:40].[NH2:1][C:2]1[N:24]([CH2:25][CH2:26][CH2:27][NH2:28])[C:6]2[N:7]=[C:8]([NH:11][C:12]3[CH:13]=[CH:14][C:15]([N:18]4[CH2:19][CH2:20][O:21][CH2:22][CH2:23]4)=[CH:16][CH:17]=3)[N:9]=[CH:10][C:5]=2[C:4](=[O:36])[C:3]=1[C:37]([NH2:38])=[O:39] |f:4.5|. Reported procedure: 0.16 g (0.30 mmol) of the product prepared in step 11.4 is suspended in 4 mL of anhydrous dioxane, and 0.74 mL (2.95 mmol) of a 4N solution of hydrogen chloride in dioxane is added. The mixture is stirred at room temperature for 5 hours, and ether is added. The solid is drained by suction, rinsed with pentane and dried in an oven. 0.14 g of the expected product is obtained in the form of a white powder. Yield (dihydrochloride)=quantitative. m.p.=250°C. M+H+=439.